describe an organic reaction: reactants, conditions, products, and yield From a dataset of the Open Reaction Database (ORD), a public repository of structured organic reaction records. Starting materials: OC1=CC=C(C=2OCCOC21)C(C)=O (5-hydroxyl 8-acetyl-1,4-benzodioxane), Cl.NO (hydroxylamine hydrochloride). Solvent: C(C)O (ethanol), N1=CC=CC=C1 (pyridine). Yields the product OC1=CC=C(C=2OCCOC21)C(C)=NO (5-hydroxy 8-acetyl-1,4-benzodioxane oxime). The yield is 57.4%. RXN SMILES: [OH:1][C:2]1[C:11]2[O:10][CH2:9][CH2:8][O:7][C:6]=2[C:5]([C:12](=O)[CH3:13])=[CH:4][CH:3]=1.Cl.[NH2:16][OH:17]>N1C=CC=CC=1.C(O)C>[OH:1][C:2]1[C:11]2[O:10][CH2:9][CH2:8][O:7][C:6]=2[C:5]([C:12](=[N:16][OH:17])[CH3:13])=[CH:4][CH:3]=1 |f:1.2|. Procedure: A solution of 19.4 g (0.1 mole) of 5-hydroxyl 8-acetyl-1,4-benzodioxane (VIIi) and 10.4 g (0.15 mole) of hydroxylamine hydrochloride in 50 ml of pyridine and 50 ml of ethanol was brought to reflux for 7 hours. Then, the solvents were evaporated and the residue crystallized in water. 12 g of product were obtained. Starting materials: BrC=1C(=C(C=C(C1C)Cl)C(CC)=O)OC (1-(3-bromo-5-chloro-2-methoxy-4-methylphenyl)propan-1-one), N (ammonia), [BH4-].[Na+] (sodium tetrahydroborate). Reagents/catalysts: CC([O-])C.CC([O-])C.CC([O-])C.CC([O-])C.[Ti+4] (Titanium tetraisopropoxide). Run in C(C)O (ethanol). Run at temperature 60 celsius, time 3 hour. Product: BrC=1C(=C(C=C(C1C)Cl)C(CC)N)OC (1-(3-bromo-5-chloro-2-methoxy-4-methylphenyl)propan-1-amine). RXN SMILES: [Br:1][C:2]1[C:3]([O:14][CH3:15])=[C:4]([C:10](=O)[CH2:11][CH3:12])[CH:5]=[C:6]([Cl:9])[C:7]=1[CH3:8].[NH3:16].[BH4-].[Na+]>C(O)C.CC(C)[O-].CC(C)[O-].CC(C)[O-].CC(C)[O-].[Ti+4]>[Br:1][C:2]1[C:3]([O:14][CH3:15])=[C:4]([CH:10]([NH2:16])[CH2:11][CH3:12])[CH:5]=[C:6]([Cl:9])[C:7]=1[CH3:8] |f:2.3,5.6.7.8.9|. Procedure: Titanium tetraisopropoxide (3.0 mL, 10 mmol) was added to a mixture of 1-(3-bromo-5-chloro-2-methoxy-4-methylphenyl)propan-1-one (2.5 g, 8.6 mmol) and 2.0 M ammonia in ethanol (21.4 mL) at 0° C. The reaction was heated and stirred at 60° C. under nitrogen for 3 hours. The reaction was allowed to cool to room temperature, cooled in an ice bath and the sodium tetrahydroborate (0.486 g, 12.9 mmol) was added, the solution was stirred at room temperature for another 2 hours. The reaction mixture was ... Reactants: amidosilanes, [Na] (sodium), CNC(C)=O (N-methylacetamide), CC=C[SiH](Cl)Cl (methylvinyldichlorosilane). The solvent is C1(=CC=CC=C1)C (toluene). Product: CC=C[SiH](N(C(C)=O)C)N(C(C)=O)C (methylvinyldi(N-methylacetamido)silane). RXN SMILES: [Na].[CH3:2][NH:3][C:4](=[O:6])[CH3:5].[CH3:7][CH:8]=[CH:9][SiH:10](Cl)Cl>C1(C)C=CC=CC=1>[CH3:7][CH:8]=[CH:9][SiH:10]([N:3]([CH3:2])[C:4](=[O:6])[CH3:5])[N:3]([CH3:2])[C:4](=[O:6])[CH3:5] |^1:0|. Procedure details: The amidosilanes can be prepared as by the following illustration: mixing a sodium salt of N-methylacetamide with methylvinyldichlorosilane in an inert organic solvent such as toluene, filtering the by-produced sodium chloride from the toluene-product solution, and thereafter removing the toluene by vacuum distillation to obtain the product, methylvinyldi(N-methylacetamido)silane. Reactants: BrC=1C=NC=C(C=O)C1 (5-bromonicotinaldehyde), CC(C)S(=O)(=O)N (propane-2-sulfonamide), C1(CC1)[Mg]Br (cyclopropylmagnesium bromide). Reagents/catalysts: CC([O-])C.[Ti+4].CC([O-])C.CC([O-])C.CC([O-])C (titanium(IV) isopropoxide). The solvent is C1(=CC=CC=C1)C (toluene). Conditions: temperature -40 celsius. Yields the product BrC=1C=C(C=NC1)C(NS(=O)(=O)C(C)C)C1CC1 (N-((5-bromopyridin-3-yl)(cyclopropyl)methyl)propane-2-sulfonamide). Yield: 66.0%. As a reaction SMILES: [Br:1][C:2]1[CH:3]=[N:4][CH:5]=[C:6]([CH:9]=1)[CH:7]=O.[CH3:10][CH:11]([S:13]([NH2:16])(=[O:15])=[O:14])[CH3:12].[CH:17]1([Mg]Br)[CH2:19][CH2:18]1>C1(C)C=CC=CC=1.CC(C)[O-].[Ti+4].CC(C)[O-].CC(C)[O-].CC(C)[O-]>[Br:1][C:2]1[CH:9]=[C:6]([CH:7]([CH:17]2[CH2:19][CH2:18]2)[NH:16][S:13]([CH:11]([CH3:12])[CH3:10])(=[O:15])=[O:14])[CH:5]=[N:4][CH:3]=1 |f:4.5.6.7.8|. Reported procedure: A mixture of 5-bromonicotinaldehyde (0.930 g, 5 mmol), propane-2-sulfonamide (0.616 g, 5.00 mmol) and titanium(IV) isopropoxide (2.93 mL, 10.00 mmol) in toluene (20 mL) was heated to reflux for 4 h. After concentration, the residue was dissolved in THF (25 mL) and cooled to −40° C. A solution of cyclopropylmagnesium bromide (25 mL, 12.50 mmol) was added dropwise and the resulting mixture was slowly warmed up to 0° C. over 4 h. After quenching with a NH4Cl solution, filtration and extraction with... Starting materials: CCOC(C)=O, CCCCCC, CN(C)C=O, CN(CCO)c1ccncc1, O=[N+]([O-])c1ccc(Cl)cc1, [H-], [Na+]. Yields the product CN(CCOc1ccc([N+](=O)[O-])cc1)c1ccncc1. RXN SMILES: [C:30]([O:31][CH2:32][CH3:33])(=[O:34])[CH3:35].[CH3:24][CH2:25][CH2:26][CH2:27][CH2:28][CH3:29].[CH3:36][N:37]([CH3:38])[CH:39]=[O:40].[CH3:3][N:4]([c:5]1[cH:6][cH:7][n:8][cH:9][cH:10]1)[CH2:11][CH2:12][OH:13].[Cl:14][c:15]1[cH:16][cH:17][c:18]([N+:21](=[O:22])[O-:23])[cH:19][cH:20]1.[H-:1].[Na+:2]>>[CH3:3][N:4]([c:5]1[cH:6][cH:7][n:8][cH:9][cH:10]1)[CH2:11][CH2:12][O:13][c:15]1[cH:16][cH:17][c:18]([N+:21](=[O:22])[O-:23])[cH:19][cH:20]1. Reactants: O=C([O-])[O-], O=C(C(Cc1ccccc1)N(Cc1ccc(Br)nc1)C(=O)C=Cc1ccc(C(F)(F)F)cc1)N1CCN(Cc2ccccc2)CC1, [Cu]I, [K+], [K+], O=C1CCCN1, C1COCCO1. Reaction SMILES: [C:53](=[O:54])([O-:55])[O-:56].[CH2:1]([c:2]1[cH:3][cH:4][cH:5][cH:6][cH:7]1)[CH:8]([C:9](=[O:10])[N:11]1[CH2:12][CH2:13][N:14]([CH2:17][c:18]2[cH:19][cH:20][cH:21][cH:22][cH:23]2)[CH2:15][CH2:16]1)[N:24]([C:25]([CH:26]=[CH:27][c:28]1[cH:29][cH:30][c:31]([C:34]([F:35])([F:36])[F:37])[cH:32][cH:33]1)=[O:38])[CH2:39][c:40]1[cH:41][n:42][c:43]([Br:46])[cH:44][cH:45]1.[Cu:65][I:66].[K+:57].[K+:58].[NH:47]1[C:48](=[O:52])[CH2:49][CH2:50][CH2:51]1.[O:59]1[CH2:60][CH2:61][O:62][CH2:63][CH2:64]1>>[CH2:1]([c:2]1[cH:3][cH:4][cH:5][cH:6][cH:7]1)[CH:8]([C:9](=[O:10])[N:11]1[CH2:12][CH2:13][N:14]([CH2:17][c:18]2[cH:19][cH:20][cH:21][cH:22][cH:23]2)[CH2:15][CH2:16]1)[N:24]([C:25]([CH:26]=[CH:27][c:28]1[cH:29][cH:30][c:31]([C:34]([F:35])([F:36])[F:37])[cH:32][cH:33]1)=[O:38])[CH2:39][c:40]1[cH:41][n:42][c:43]([N:47]2[C:48](=[O:52])[CH2:49][CH2:50][CH2:51]2)[cH:44][cH:45]1. Yields the product O=C(C(Cc1ccccc1)N(Cc1ccc(N2CCCC2=O)nc1)C(=O)C=Cc1ccc(C(F)(F)F)cc1)N1CCN(Cc2ccccc2)CC1.